Task: describe an organic reaction: reactants, conditions, products, and yield. Dataset: the Open Reaction Database (ORD), a public repository of structured organic reaction records Starting materials: C=Cc1ccncc1, NCCCN, O. Product: NCCCNCCc1ccncc1. RXN SMILES: [CH:1](=[CH2:2])[c:3]1[cH:4][cH:5][n:6][cH:7][cH:8]1.[NH2:9][CH2:10][CH2:11][CH2:12][NH2:13].[OH2:14]>>[CH2:1]([CH2:2][NH:9][CH2:10][CH2:11][CH2:12][NH2:13])[c:3]1[cH:4][cH:5][n:6][cH:7][cH:8]1. Starting materials: C(C)(C)(C)N1N=C(C=C1CCC=O)CCC (3-(1-tert-butyl-3-propyl-1H-pyrazol-5-yl)propanal), [BH-](OC(=O)C)(OC(=O)C)OC(=O)C.[Na+] (NaBH(OAc)3), ClC=1C=C(C=CC1Cl)N1CCNCC1 (1-(3,4-dichlorophenyl)piperazine), CCN(C(C)C)C(C)C (DIPEA). Product: C(C)(C)(C)N1N=C(C=C1CCCN1CCN(CC1)C1=CC(=C(C=C1)Cl)Cl)CCC (1-(3-(1-tert-butyl-3-propyl-1H-pyrazol-5-yl)propyl)-4-(3,4-dichlorophenyl)piperazine). As a reaction SMILES: [C:1]([N:5]1[C:9]([CH2:10][CH2:11][CH:12]=O)=[CH:8][C:7]([CH2:14][CH2:15][CH3:16])=[N:6]1)([CH3:4])([CH3:3])[CH3:2].[Cl:17][C:18]1[CH:19]=[C:20]([N:25]2[CH2:30][CH2:29][NH:28][CH2:27][CH2:26]2)[CH:21]=[CH:22][C:23]=1[Cl:24].CCN(C(C)C)C(C)C.[BH-](OC(C)=O)(OC(C)=O)OC(C)=O.[Na+]>>[C:1]([N:5]1[C:9]([CH2:10][CH2:11][CH2:12][N:28]2[CH2:27][CH2:26][N:25]([C:20]3[CH:21]=[CH:22][C:23]([Cl:24])=[C:18]([Cl:17])[CH:19]=3)[CH2:30][CH2:29]2)=[CH:8][C:7]([CH2:14][CH2:15][CH3:16])=[N:6]1)([CH3:4])([CH3:3])[CH3:2] |f:3.4|. Procedure details: 199 mg (93%) of target compound was obtained by using a method same as in Example 1 by using 3-(1-tert-butyl-3-propyl-1H-pyrazol-5-yl)propanal (100 mg, 0.450 mmol), 1-(3,4-dichlorophenyl)piperazine (104 mg, 0.450 mmol), DIPEA (0.118 mL, 0.675 mmol) and NaBH(OAc)3 (286 mg, 1.350 mmol). Reactants: O=C1CCC(N2Cc3c(OCc4ccc(CBr)cc4)cccc3C2=O)C(=O)N1, CCN(C(C)C)C(C)C, CC1(Oc2ccccc2)CNC1, ClCCl, O. The product is CC1(Oc2ccccc2)CN(Cc2ccc(COc3cccc4c3CN(C3CCC(=O)NC3=O)C4=O)cc2)C1. RXN SMILES: [Br:1][CH2:2][c:3]1[cH:4][cH:5][c:6]([CH2:7][O:8][c:9]2[c:10]3[c:14]([cH:15][cH:16][cH:17]2)[C:13](=[O:18])[N:12]([CH:19]2[C:20](=[O:26])[NH:21][C:22](=[O:25])[CH2:23][CH2:24]2)[CH2:11]3)[cH:27][cH:28]1.[CH2:41]([N:42]([CH:43]([CH3:44])[CH3:45])[CH:46]([CH3:47])[CH3:48])[CH3:49].[CH3:29][C:30]1([O:34][c:35]2[cH:36][cH:37][cH:38][cH:39][cH:40]2)[CH2:31][NH:32][CH2:33]1.[Cl:50][CH2:51][Cl:52].[OH2:53]>>[CH2:2]([c:3]1[cH:4][cH:5][c:6]([CH2:7][O:8][c:9]2[c:10]3[c:14]([cH:15][cH:16][cH:17]2)[C:13](=[O:18])[N:12]([CH:19]2[C:20](=[O:26])[NH:21][C:22](=[O:25])[CH2:23][CH2:24]2)[CH2:11]3)[cH:27][cH:28]1)[N:32]1[CH2:31][C:30]([CH3:29])([O:34][c:35]2[cH:36][cH:37][cH:38][cH:39][cH:40]2)[CH2:33]1. The reactants are CCOC(=O)c1cc2c(OCc3ccccc3)cccc2[nH]1, Cl, [K+], C1COCCO1, [OH-], O, O. The product is O=C(O)c1cc2c(OCc3ccccc3)cccc2[nH]1. RXN SMILES: [CH2:1]([c:2]1[cH:3][cH:4][cH:5][cH:6][cH:7]1)[O:8][c:9]1[c:10]2[cH:11][c:12]([C:18](=[O:19])[O:20][CH2:21][CH3:22])[nH:13][c:14]2[cH:15][cH:16][cH:17]1.[ClH:26].[K+:24].[O:28]1[CH2:29][CH2:30][O:31][CH2:32][CH2:33]1.[OH-:23].[OH2:25].[OH2:27]>>[CH2:1]([c:2]1[cH:3][cH:4][cH:5][cH:6][cH:7]1)[O:8][c:9]1[c:10]2[cH:11][c:12]([C:18](=[O:19])[OH:20])[nH:13][c:14]2[cH:15][cH:16][cH:17]1.